From a dataset of the Open Reaction Database (ORD), a public repository of structured organic reaction records. describe an organic reaction: reactants, conditions, products, and yield Starting materials: Cl.OC1[C@H](N)[C@@H](O)[C@H](O)[C@H](O1)CO (glucosamine hydrochloride), S(=O)(=O)([O-])[O-].[K+].[K+] (potassium sulfate). The solvent is O (water). Yields the product [Cl-].[K+].S(=O)(=O)(O)O.OC1[C@H](N)[C@@H](O)[C@H](O)[C@H](O1)CO (glucosamine sulfate potassium chloride). RXN SMILES: [ClH:1].[OH:2][CH:3]1[O:11][C@H:10]([CH2:12][OH:13])[C@@H:8]([OH:9])[C@H:6]([OH:7])[C@H:4]1[NH2:5].[S:14]([O-:18])([O-:17])(=[O:16])=[O:15].[K+:19].[K+]>O>[Cl-:1].[K+:19].[S:14]([OH:18])([OH:17])(=[O:16])=[O:15].[OH:2][CH:3]1[O:11][C@H:10]([CH2:12][OH:13])[C@@H:8]([OH:9])[C@H:6]([OH:7])[C@H:4]1[NH2:5] |f:0.1,2.3.4,6.7.8.9|. Reported procedure: contacting glucosamine hydrochloride with potassium sulfate in the presence of water to form an aqueous solution of glucosamine sulfate potassium chloride; and The reactants are C(=O)(O)[O-].[Na+] (NaHCO3), CC1(OB(OC1(C)C)C(CC)=C)C (4,4,5,5-tetramethyl-2-(1-methylene-propyl)-[1,3,2]dioxaborolane), C(C)(C)(C)OC(=O)N1CC(C=2C=NC(=CC21)Cl)(C)C (6-chloro-3,3-dimethyl-2,3-dihydro-1H-pyrrolo[3,2-c]pyridine-1-carboxylic acid tert-butyl ester), C([O-])([O-])=O.[K+].[K+] (potassium carbonate). Reagents/catalysts: C=1C=CC(=CC1)/C=C/C(=O)/C=C/C2=CC=CC=C2.C=1C=CC(=CC1)/C=C/C(=O)/C=C/C2=CC=CC=C2.C=1C=CC(=CC1)/C=C/C(=O)/C=C/C2=CC=CC=C2.[Pd].[Pd] (tris(dibenzylideneacetone)-dipalladium (0)), C1(CCCCC1)P(C1=C(C=CC=C1)C1=C(C=CC=C1OC)OC)C1CCCCC1 (2-dicyclohexylphosphino-2′,6′-dimethoxybiphenyl). Run in O (water), O1CCOCC1 (1,4-dioxane). Conditions: temperature 94 celsius. The product is C(C)(C)(C)OC(=O)N1CC(C=2C=NC(=CC21)C(CC)=C)(C)C (3,3-Dimethyl-6-(1-methylene-propyl)-2,3-dihydro-pyrrolo[3,2-c]pyridine-1-carboxylic acid tert-butyl ester). Yield: 55.5%. RXN SMILES: [CH3:1][C:2]1(C)[C:6](C)([CH3:7])OB(C(=C)CC)O1.[C:14]([O:18][C:19]([N:21]1[C:29]2[CH:28]=[C:27](Cl)[N:26]=[CH:25][C:24]=2[C:23]([CH3:32])([CH3:31])[CH2:22]1)=[O:20])([CH3:17])([CH3:16])[CH3:15].C(=O)([O-])[O-].[K+].[K+].C([O-])(O)=O.[Na+]>C1C=CC(/C=C/C(/C=C/C2C=CC=CC=2)=O)=CC=1.C1C=CC(/C=C/C(/C=C/C2C=CC=CC=2)=O)=CC=1.C1C=CC(/C=C/C(/C=C/C2C=CC=CC=2)=O)=CC=1.[Pd].[Pd].C1(P(C2CCCCC2)C2C=CC=CC=2C2C(OC)=CC=CC=2OC)CCCCC1.O.O1CCOCC1>[C:14]([O:18][C:19]([N:21]1[C:29]2[CH:28]=[C:27]([C:2](=[CH2:1])[CH2:6][CH3:7])[N:26]=[CH:25][C:24]=2[C:23]([CH3:32])([CH3:31])[CH2:22]1)=[O:20])([CH3:17])([CH3:16])[CH3:15] |f:2.3.4,5.6,7.8.9.10.11|. Procedure details: A mixture of 4,4,5,5-tetramethyl-2-(1-methylene-propyl)-[1,3,2]dioxaborolane (0.793 g, 4.36 mmol), 6-chloro-3,3-dimethyl-2,3-dihydro-1H-pyrrolo[3,2-c]pyridine-1-carboxylic acid tert-butyl ester (0.821 g, 2.9 mmol), potassium carbonate (1.20 g, 8.7 mmol), tris(dibenzylideneacetone)-dipalladium (0) (0.133 g, 0.145 mmol), 2-dicyclohexylphosphino-2′,6′-dimethoxybiphenyl (SPhos, 0.060 g, 0.145 mmol), 1,4-dioxane (18 mL) and water (45 mL) was heated at 94° C. for 18 h, then poured into saturated aqueo... As a reaction SMILES: C([O:3][C:4]([C@H:6]1[CH2:11][CH2:10][N:9]([C:12]([O:14][C:15]([CH3:18])([CH3:17])[CH3:16])=[O:13])[CH2:8][C@@H:7]1[NH:19][C:20]([O:22][CH2:23][C:24]1[CH:29]=[CH:28][CH:27]=[CH:26][CH:25]=1)=[O:21])=[O:5])C.[OH-].[Li+].Cl>O1CCCC1>[C:15]([O:14][C:12]([N:9]1[CH2:10][CH2:11][C@H:6]([C:4]([OH:5])=[O:3])[C@@H:7]([NH:19][C:20]([O:22][CH2:23][C:24]2[CH:29]=[CH:28][CH:27]=[CH:26][CH:25]=2)=[O:21])[CH2:8]1)=[O:13])([CH3:18])([CH3:16])[CH3:17] |f:1.2|. Starting materials: Cl (hydrochloric acid), C(C)OC(=O)[C@@H]1[C@H](CN(CC1)C(=O)OC(C)(C)C)NC(=O)OCC1=CC=CC=C1 ((3R,4S)-3-benzyloxycarbonylamino-piperidine-1,4-dicarboxylic acid 1-tert-butyl ester 4-ethyl ester), [OH-].[Li+] (lithium hydroxide), aqueous solution, solution. Procedure details: In a flask (3R,4S)-3-benzyloxycarbonylamino-piperidine-1,4-dicarboxylic acid 1-tert-butyl ester 4-ethyl ester (1.19 g, 2.93 mmol) was dissolved in tetrahydrofuran (48 mL) and lithium hydroxide (12 mL of a 1N aqueous solution, 15 mmol) was added. The mixture was stirred for 60 hours. The reaction mixture was acidified with aqueous hydrochloric acid (3 mL of a 2M solution) and then extracted with ethyl acetate three times (30 mL). The combined organic layers were dried with magnesium sulfate, filt... The solvent is O1CCCC1 (tetrahydrofuran). Conditions: time 60 hour. Isolated yield 101.9%. Yields the product C(C)(C)(C)OC(=O)N1C[C@@H]([C@H](CC1)C(=O)O)NC(=O)OCC1=CC=CC=C1 ((3R,4S)-3-benzyloxycarbonylamino-piperidine-1,4-dicarboxylic acid 1-tert-butyl ester). Reactants: BrC=1C=C2C(=CC(=NC2=CC1)Cl)C(=O)Cl (6-Bromo-2-chloroquinoline-4-carbonyl chloride), NC=1C(=NOC1C)C1=CC=CC=C1 (4-amino-5-methyl-3-phenylisoxazole). The solvent is N1=CC=CC=C1 (pyridine). Conditions: temperature 70 celsius. Product: BrC=1C=C2C(=CC(=NC2=CC1)Cl)C(=O)NC=1C(=NOC1C)C1=CC=CC=C1 (6-bromo-2-chloro-N-(5-methyl-3-phenylisoxazol-4-yl)-4-quinolinecarboxamide). Isolated yield 71.6%. Reaction SMILES: [Br:1][C:2]1[CH:3]=[C:4]2[C:9](=[CH:10][CH:11]=1)[N:8]=[C:7]([Cl:12])[CH:6]=[C:5]2[C:13](Cl)=[O:14].[NH2:16][C:17]1[C:18]([C:23]2[CH:28]=[CH:27][CH:26]=[CH:25][CH:24]=2)=[N:19][O:20][C:21]=1[CH3:22]>N1C=CC=CC=1>[Br:1][C:2]1[CH:3]=[C:4]2[C:9](=[CH:10][CH:11]=1)[N:8]=[C:7]([Cl:12])[CH:6]=[C:5]2[C:13]([NH:16][C:17]1[C:18]([C:23]2[CH:24]=[CH:25][CH:26]=[CH:27][CH:28]=2)=[N:19][O:20][C:21]=1[CH3:22])=[O:14]. Procedure details: 6-Bromo-2-chloroquinoline-4-carbonyl chloride (500 mg) and 4-amino-5-methyl-3-phenylisoxazole (400 mg) were dissolved in dichlorormethane (15 mL) and pyridine (1 mL). The reaction solution was heated at 70° C. overnight. The white precipitation was collected by filtration, washed with ethyl acetate and dried to give 6-bromo-2-chloro-N-(5-methyl-3-phenylisoxazol-4-yl)-4-quinolinecarboxamide (520 mg) as a white solid. 1H NMR (DMSO-d6): δ 2.52 (s, 3H), 7.52 (m, 3H), 7.72 (m, 2H), 8.02 (m, 4H), 10.5... Reactants: CC(=O)NCC1CN(c2ccc(N3CCC(=O)CC3)c(F)c2)C(=O)O1, C1CCOC1, OCCS. Product: CC(=O)NCC1CN(c2ccc(N3CCC4(CC3)OCCS4)c(F)c2)C(=O)O1. RXN SMILES: [O:1]=[C:2]1[CH2:3][CH2:4][N:5]([c:8]2[c:9]([F:25])[cH:10][c:11]([N:14]3[C:15](=[O:24])[O:16][CH:17]([CH2:19][NH:20][C:21]([CH3:22])=[O:23])[CH2:18]3)[cH:12][cH:13]2)[CH2:6][CH2:7]1.[O:30]1[CH2:31][CH2:32][CH2:33][CH2:34]1.[OH:26][CH2:27][CH2:28][SH:29]>>[O:1]1[C:2]2([CH2:3][CH2:4][N:5]([c:8]3[c:9]([F:25])[cH:10][c:11]([N:14]4[C:15](=[O:24])[O:16][CH:17]([CH2:19][NH:20][C:21]([CH3:22])=[O:23])[CH2:18]4)[cH:12][cH:13]3)[CH2:6][CH2:7]2)[S:29][CH2:28][CH2:27]1. Starting materials: C(C1=CC=CC=C1)C1=C(N=C(S1)N)C1=CC=C(C=C1)OC (5-benzyl-4-(4-methoxy-phenyl)-thiazol-2-ylamine), COC=1C=C(C(=O)Cl)C=C(C1OC)OC (3,4,5-trimethoxy-benzoyl chloride). Yields the product C(C1=CC=CC=C1)C1=C(N=C(S1)NC(C1=CC(=C(C(=C1)OC)OC)OC)=O)C1=CC=C(C=C1)OC (N-[5-benzyl-4-(4-methoxy-phenyl)-thiazol-2-yl]-3,4,5-trimethoxy-benzamide). Yield: 61.7%. RXN SMILES: [CH2:1]([C:8]1[S:12][C:11]([NH2:13])=[N:10][C:9]=1[C:14]1[CH:19]=[CH:18][C:17]([O:20][CH3:21])=[CH:16][CH:15]=1)[C:2]1[CH:7]=[CH:6][CH:5]=[CH:4][CH:3]=1.[CH3:22][O:23][C:24]1[CH:25]=[C:26]([CH:30]=[C:31]([O:35][CH3:36])[C:32]=1[O:33][CH3:34])[C:27](Cl)=[O:28]>>[CH2:1]([C:8]1[S:12][C:11]([NH:13][C:27](=[O:28])[C:26]2[CH:25]=[C:24]([O:23][CH3:22])[C:32]([O:33][CH3:34])=[C:31]([O:35][CH3:36])[CH:30]=2)=[N:10][C:9]=1[C:14]1[CH:15]=[CH:16][C:17]([O:20][CH3:21])=[CH:18][CH:19]=1)[C:2]1[CH:3]=[CH:4][CH:5]=[CH:6][CH:7]=1. Procedure: A procedure similar to that in Example 4 was used. 5-benzyl-4-(4-methoxy-phenyl)-thiazol-2-ylamine prepared in Example 1 and 3,4,5-trimethoxy-benzoyl chloride prepared in the step 1 were used as starting materials, allowed to react at room temperature overnight, followed by post-treatment to obtain a crude product, which was purified by a silica gel column chromatography eluted with a gradient of dichloromethane and ethyl acetate (100:0-10:1) to obtain a product as a white solid in a yield of 61...